This data is from the Open Reaction Database (ORD), a public repository of structured organic reaction records. The task is: describe an organic reaction: reactants, conditions, products, and yield Reactants: CS(=O)(=O)Nc1ccc2c(c1)S(=O)(=O)N=C(CC(=O)O)N2, COC(=O)C1CCCCCCC1NCc1ccc(F)cc1, CCN=C=NCCCN(C)C, CN1CCOCC1, CN(C)C=O, Cl, Cl. The product is COC(=O)C1CCCCCCC1N(Cc1ccc(F)cc1)C(=O)CC1=NS(=O)(=O)c2cc(NS(C)(=O)=O)ccc2N1. As a reaction SMILES: [CH3:1][S:2](=[O:3])(=[O:4])[NH:5][c:6]1[cH:7][c:8]2[c:9]([cH:20][cH:21]1)[NH:10][C:11]([CH2:16][C:17](=[O:18])[OH:19])=[N:12][S:13]2(=[O:14])=[O:15].[CH3:22][O:23][C:24](=[O:25])[CH:26]1[CH:27]([NH:34][CH2:35][c:36]2[cH:37][cH:38][c:39]([F:42])[cH:40][cH:41]2)[CH2:28][CH2:29][CH2:30][CH2:31][CH2:32][CH2:33]1.[CH3:44][N:45]([CH3:46])[CH2:47][CH2:48][CH2:49][N:50]=[C:51]=[N:52][CH2:53][CH3:54].[CH3:55][N:56]1[CH2:57][CH2:58][O:59][CH2:60][CH2:61]1.[CH3:63][N:64]([CH3:65])[CH:66]=[O:67].[ClH:43].[ClH:62]>>[CH3:1][S:2](=[O:3])(=[O:4])[NH:5][c:6]1[cH:7][c:8]2[c:9]([cH:20][cH:21]1)[NH:10][C:11]([CH2:16][C:17](=[O:19])[N:34]([CH:27]1[CH:26]([C:24]([O:23][CH3:22])=[O:25])[CH2:33][CH2:32][CH2:31][CH2:30][CH2:29][CH2:28]1)[CH2:35][c:36]1[cH:37][cH:38][c:39]([F:42])[cH:40][cH:41]1)=[N:12][S:13]2(=[O:14])=[O:15]. Starting materials: C1(=CC=CC=C1)C=1NC=2C=CC=C3C2C1CCNC3=O (2-Phenyl-3,4,5,6-tetrahydro-1H-azepino[5,4,3-cd]indol-6-one), IC=1NC=2C=CC=C3C2C1CCNC3=O (2-iodo-1,3,4,5-tetrahydro-azepino[5,4,3-cd]indol-6-one), BrC1=CC=C(C=C1)B(O)O (4-bromophenylboronic acid). Yields the product BrC1=CC=C(C=C1)C=1NC=2C=CC=C3C2C1CCNC3=O (2-(4-bromophenyl)-1,3,4,5-tetrahydro-azepino[5,4,3-cd]indol-6-one). RXN SMILES: [C:1]1([C:7]2[NH:8][C:9]3[CH:10]=[CH:11][CH:12]=[C:13]4[C:19](=[O:20])[NH:18][CH2:17][CH2:16][C:15]=2[C:14]=34)[CH:6]=[CH:5][CH:4]=[CH:3][CH:2]=1.IC1NC2C=CC=C3C(=O)NCCC=1C=23.[Br:36]C1C=CC(B(O)O)=CC=1>>[Br:36][C:4]1[CH:3]=[CH:2][C:1]([C:7]2[NH:8][C:9]3[CH:10]=[CH:11][CH:12]=[C:13]4[C:19](=[O:20])[NH:18][CH2:17][CH2:16][C:15]=2[C:14]=34)=[CH:6][CH:5]=1. Reported procedure: In a manner similar to that described for Compound 12, 2-iodo-1,3,4,5-tetrahydro-azepino[5,4,3-cd]indol-6-one (85 mg, 0.28 mmol; see Example NN below) and 4-bromophenylboronic acid (62 mg, 0.31 mmol) were coupled to yield 2-(4-bromophenyl)-1,3,4,5-tetrahydro-azepino[5,4,3-cd]indol-6-one, 19 mg (20%), as a white solid. mp 160° C. (dec.); 1H NMR (300 MHz, d6-DMSO) δ 3.04 (m, 2H), 3.39 (m, 2H), 7.23 (app t, 1H, J=7.5 Hz), 7.56 (dd, 1H, J=8.1, 0.9 Hz), 7.60 (d, 2H, J=8.7 Hz), 7.69 (dd, 1H, J=7.5, 0.... Starting materials: C1(CC=CC1)O (Cyclopent-3-en-1-ol), [N+](=O)([O-])C1=C(C=CC=C1)O (o-nitrophenol). The product is C1(CC=CC1)OC1=C(C=CC=C1)[N+](=O)[O-] (2-cyclopent-3-en-oxynitrobenzene). Reaction SMILES: [CH:1]1([OH:6])[CH2:5][CH:4]=[CH:3][CH2:2]1.[N+:7]([C:10]1[CH:15]=[CH:14][CH:13]=[CH:12][C:11]=1O)([O-:9])=[O:8]>>[CH:1]1([O:6][C:11]2[CH:12]=[CH:13][CH:14]=[CH:15][C:10]=2[N+:7]([O-:9])=[O:8])[CH2:5][CH:4]=[CH:3][CH2:2]1. Reported procedure: Cyclopent-3-en-1-ol was reacted with o-nitrophenol to yield 2-cyclopent-3-en-oxynitrobenzene; which was reduced to the corresponding aniline; then reacted with 5-methyl-N-chloromethyl-2-pyrrolidone to form the corresponding 5-methyl-N'-methylene-2-pyrrolidonyl derivative. Starting materials: CCCc1ccc(O)cc1, O, O=[N+]([O-])O. Yields the product CCCc1ccc(O)c([N+](=O)[O-])c1. RXN SMILES: [CH2:1]([CH2:2][CH3:3])[c:4]1[cH:5][cH:6][c:7]([OH:10])[cH:8][cH:9]1.[OH2:15].[OH:11][N+:12]([O-:13])=[O:14]>>[CH2:1]([CH2:2][CH3:3])[c:4]1[cH:5][c:6]([N+:12](=[O:11])[O-:13])[c:7]([OH:10])[cH:8][cH:9]1. Reactants: C1(=CC=CC=C1)C1=NC2=CC(=CC=C2C=C1)CO ((2-phenylquinolin-7-yl)methanol), C1(=CC=CC=C1)C1=NC2=CC(=CC=C2C=C1)C=O (2-phenylquinoline-7-carbaldehyde). The reagents and catalysts are O=[Mn]=O (MnO2). Solvent: C(Cl)(Cl)Cl (chloroform). Run at time 20 hour. Product: CC1=CC=C2C=CC(=NC2=C1)C1=CC=CC=C1 (7-Methyl-2-phenylquinoline). Reaction SMILES: [C:1]1([C:7]2[CH:16]=[CH:15][C:14]3[C:9](=[CH:10][C:11]([CH:17]=O)=[CH:12][CH:13]=3)[N:8]=2)[CH:6]=[CH:5][CH:4]=[CH:3][CH:2]=1.C1(C2C=CC3C(=CC(CO)=CC=3)N=2)C=CC=CC=1>C(Cl)(Cl)Cl.O=[Mn]=O>[CH3:17][C:11]1[CH:10]=[C:9]2[C:14]([CH:15]=[CH:16][C:7]([C:1]3[CH:2]=[CH:3][CH:4]=[CH:5][CH:6]=3)=[N:8]2)=[CH:13][CH:12]=1. Procedure details: Additionally, 2-phenylquinoline-7-carbaldehyde could be prepared as follows: To a solution of (2-phenylquinolin-7-yl)methanol (75 mg, 0.319 mmol) in chloroform (1 mL) was added MnO2 (277 mg, 3.19 mmol). The mixture was stirred at rt for 20 h and filtered through a Celite pad. The filtrate was concentrated under reduced pressure and the residue was purified by silica gel chromatography (1% MeOH in dichloromethane) to afford the title compound. 1H-NMR (CDCl3, 400 MHz) δ 7.50-7.59 (m, 3H), 7.95 (d,... The reactants are C1CNCCN1, CCN(CC)c1nc(Cl)cc(Cl)n1, CCN(CC)c1nc(Cl)cc(N2CCNCC2)n1, CN1CCNCC1, CCO, O. Product: CCN(CC)c1nc(N2CCNCC2)cc(N2CCN(C)CC2)n1. As a reaction SMILES: [CH2:14]1[NH:15][CH2:16][CH2:17][NH:18][CH2:19]1.[CH2:1]([N:2]([CH2:3][CH3:4])[c:5]1[n:6][c:7]([Cl:8])[cH:9][c:10]([Cl:11])[n:12]1)[CH3:13].[CH2:20]([CH3:21])[N:22]([c:23]1[n:24][c:25]([Cl:35])[cH:26][c:27]([N:29]2[CH2:30][CH2:31][NH:32][CH2:33][CH2:34]2)[n:28]1)[CH2:36][CH3:37].[CH3:38][N:39]1[CH2:40][CH2:41][NH:42][CH2:43][CH2:44]1.[CH3:45][CH2:46][OH:47].[OH2:48]>>[CH2:20]([CH3:21])[N:22]([c:23]1[n:24][c:25]([N:42]2[CH2:41][CH2:40][N:39]([CH3:38])[CH2:44][CH2:43]2)[cH:26][c:27]([N:29]2[CH2:30][CH2:31][NH:32][CH2:33][CH2:34]2)[n:28]1)[CH2:36][CH3:37]. Reactants: C(C1=CC=CC=C1)OCCCC(=O)OCC (ethyl 4-benzyloxybutyrate), C(C)#N (acetonitrile), ice water, [H-].[Na+] (sodium hydride). The solvent is O1CCCC1 (tetrahydrofuran), O1CCCC1 (tetrahydrofuran). The product is C(C1=CC=CC=C1)OCCCC(CC#N)=O (6-benzyloxy-3-ketohexanenitrile). The yield is 81.9%. RXN SMILES: [H-].[Na+].[CH2:3]([O:10][CH2:11][CH2:12][CH2:13][C:14]([O:16]CC)=O)[C:4]1[CH:9]=[CH:8][CH:7]=[CH:6][CH:5]=1.[C:19](#[N:21])[CH3:20]>O1CCCC1>[CH2:3]([O:10][CH2:11][CH2:12][CH2:13][C:14](=[O:16])[CH2:20][C:19]#[N:21])[C:4]1[CH:5]=[CH:6][CH:7]=[CH:8][CH:9]=1 |f:0.1|. Procedure details: In a stream of argon, 248 ml of tetrahydrofuran was added to 26 g (0.65 mole) of 60% sodium hydride, and a solution of 72.2 g (0.325 moles) of ethyl 4-benzyloxybutyrate and 26.7 g (0.65 mole) of acetonitrile in 94 ml of anhydrous tetrahydrofuran was added dropwise over the course of 40 minutes, and the mixture was heated under reflux for 2.5 hours. After cooling, the reaction mixture was poured into ice water, and washed with a 1:1 mixture of hexane and ether. The aqueous layer was acidified wit... The reactants are C1(=CC=CC=C1)C(N1C=NC(=C1)CCCO)(C1=CC=CC=C1)C1=CC=CC=C1 (3-(1-triphenylmethyl-1H-imidazol-4-yl)propanol), OC1=CC=C(C=C1)C(C)=O ((4-hydroxyphenyl)ethanone). Yields the product N1C=NC(=C1)CCCOC1=CC=C(C=C1)C(C)=O ((4-(3-(1H-Imidazol-4-yl)propyloxy)phenyl)ethanone). Reaction SMILES: C1(C(C2C=CC=CC=2)(C2C=CC=CC=2)[N:8]2[CH:12]=[C:11]([CH2:13][CH2:14][CH2:15][OH:16])[N:10]=[CH:9]2)C=CC=CC=1.O[C:30]1[CH:35]=[CH:34][C:33]([C:36](=[O:38])[CH3:37])=[CH:32][CH:31]=1>>[NH:8]1[CH:12]=[C:11]([CH2:13][CH2:14][CH2:15][O:16][C:30]2[CH:35]=[CH:34][C:33]([C:36](=[O:38])[CH3:37])=[CH:32][CH:31]=2)[N:10]=[CH:9]1. Reported procedure: 5 mmol of 3-(1-triphenylmethyl-1H-imidazol-4-yl)propanol and 6 mmol of (4-hydroxyphenyl)ethanone are treated as described in Example 76. Reactants: [BH3-]C#N, Cc1nnc(N)[nH]1, CC(=O)O, [Na+], O=C1CCOCC1, O. Product: Cc1nnc(NC2CCOCC2)[nH]1. As a reaction SMILES: [C:15]([BH3-:16])#[N:17].[CH3:1][c:2]1[nH:3][c:4]([NH2:7])[n:5][n:6]1.[CH3:20][C:21](=[O:22])[OH:23].[Na+:18].[O:8]1[CH2:9][CH2:10][C:11](=[O:14])[CH2:12][CH2:13]1.[OH2:19]>>[CH3:1][c:2]1[nH:3][c:4]([NH:7][CH:11]2[CH2:10][CH2:9][O:8][CH2:13][CH2:12]2)[n:5][n:6]1.